Dataset: the Open Reaction Database (ORD), a public repository of structured organic reaction records. Task: describe an organic reaction: reactants, conditions, products, and yield Starting materials: BrBr (bromine), ClC1=C(C(=CC(=C1)Cl)Cl)N1N=C(CC1=O)NC(C)=O (1-(2,4,6-trichlorophenyl)-3-acetylamino-5-oxo-2-pyrazoline), O (water). Solvent: C(C)(=O)O (acetic acid). Run at time 1 hour. Reaction SMILES: [Cl:1][C:2]1[CH:7]=[C:6]([Cl:8])[CH:5]=[C:4]([Cl:9])[C:3]=1[N:10]1[C:14](=[O:15])[CH2:13][C:12]([NH:16][C:17](=[O:19])[CH3:18])=[N:11]1.[Br:20]Br.O>C(O)(=O)C>[Cl:1][C:2]1[CH:7]=[C:6]([Cl:8])[CH:5]=[C:4]([Cl:9])[C:3]=1[N:10]1[C:14](=[O:15])[CH:13]([Br:20])[C:12]([NH:16][C:17](=[O:19])[CH3:18])=[N:11]1. The product is ClC1=C(C(=CC(=C1)Cl)Cl)N1N=C(C(C1=O)Br)NC(C)=O (1-(2,4,6-trichlorophenyl)-3-acetylamino-4-bromo-5-oxo-2-pyrazoline). Procedure details: 54.5 g (0.17 mol) of 1-(2,4,6-trichlorophenyl)-3-acetylamino-5-oxo-2-pyrazoline was dissolved in 300 ml of acetic acid, to which there was then gradually added dropwise 27.2 g (0.17 mol) of bromine. After stirring for 1 hour, the reaction mixture was poured into 900 ml of water and the crystals thus-separated were collected by filtration to obtain 57 g (84% yield) of 1-(2,4,6-trichlorophenyl)-3-acetylamino-4-bromo-5-oxo-2-pyrazoline. The yield is 83.9%. Reactants: O=C1OCc2ccccc21, C1CCOC1, [Ru]. The product is OCc1ccccc1CO. RXN SMILES: [C:1]1(=[O:2])[O:3][CH2:4][c:5]2[cH:6][cH:7][cH:8][cH:9][c:10]21.[O:12]1[CH2:13][CH2:14][CH2:15][CH2:16]1.[Ru:11]>>[CH2:1]([OH:2])[c:10]1[c:5]([CH2:4][OH:3])[cH:6][cH:7][cH:8][cH:9]1. Starting materials: S(O)(O)(=O)=O (sulphuric acid), ClC(C#N)=C (2-chloro-acrylonitrile), ClC1=C(C(=CC(=C1)C(F)(F)F)Cl)NN (2,6-dichloro-4-trifluoromethylphenylhydrazine), C(CN(CC(=O)[O-])CC(=O)[O-])N(CC(=O)O)CC(=O)O.[Na+].[Na+] (disodium ethylenediamine-tetraacetate), C([O-])([O-])=O.[Na+].[Na+] (sodium carbonate). Solvent: CO (methanol). Run at time 4 hour. Yields the product NC1=CC=NN1C1=C(C=C(C=C1Cl)C(F)(F)F)Cl (5-amino- 1-(2,6-dichloro-4-trifluoromethylphenyl)-pyrazole). Yield: 96.0%. Reaction SMILES: Cl[C:2](=[CH2:5])[C:3]#[N:4].[Cl:6][C:7]1[CH:12]=[C:11]([C:13]([F:16])([F:15])[F:14])[CH:10]=[C:9]([Cl:17])[C:8]=1[NH:18][NH2:19].C(N(CC(O)=O)CC(O)=O)CN(CC([O-])=O)CC([O-])=O.[Na+].[Na+].S(=O)(=O)(O)O.C(=O)([O-])[O-].[Na+].[Na+]>CO>[NH2:4][C:3]1[N:18]([C:8]2[C:7]([Cl:6])=[CH:12][C:11]([C:13]([F:14])([F:16])[F:15])=[CH:10][C:9]=2[Cl:17])[N:19]=[CH:5][CH:2]=1 |f:2.3.4,6.7.8|. Reported procedure: 25 ml (27.6 g/0.3 mol) of 2-chloro-acrylonitrile are added dropwise to 24.5 g (0.1 mol) of 2,6-dichloro-4-trifluoromethylphenylhydrazine and 20 mg of disodium ethylenediamine-tetraacetate (Titriplex III) in 150 ml of methanol at the reflux temperature. When the addition has ended, the mixture is heated at the reflux temperature for a further 8 hours, 9 ml (0.16 mol) of 96% strength sulphuric acid are added dropwise and the mixture is heated at the reflux temperature for a further 6 hours. 33.5 g... Reactants: COC1=C(C(=O)O)C=CC(=C1)OC (2,4-dimethoxybenzoic acid), NCC=1C=C(C=CC1OC)CC(C(=O)OCC)OC(C)C (ethyl 3-[3-(aminomethyl)-4-methoxyphenyl]-2-isopropoxypropanoate). The product is COC1=C(C(=O)NCC=2C=C(C=CC2OC)CC(C(=O)O)OC(C)C)C=CC(=C1)OC (3-(3-[(2,4-dimethoxybenzoyl)amino]methyl-4-methoxyphenyl)-2-isopropoxypropanoic acid). RXN SMILES: [CH3:1][O:2][C:3]1[CH:11]=[C:10]([O:12][CH3:13])[CH:9]=[CH:8][C:4]=1[C:5]([OH:7])=O.[NH2:14][CH2:15][C:16]1[CH:17]=[C:18]([CH2:24][CH:25]([O:31][CH:32]([CH3:34])[CH3:33])[C:26]([O:28]CC)=[O:27])[CH:19]=[CH:20][C:21]=1[O:22][CH3:23]>>[CH3:1][O:2][C:3]1[CH:11]=[C:10]([O:12][CH3:13])[CH:9]=[CH:8][C:4]=1[C:5]([NH:14][CH2:15][C:16]1[CH:17]=[C:18]([CH2:24][CH:25]([O:31][CH:32]([CH3:34])[CH3:33])[C:26]([OH:28])=[O:27])[CH:19]=[CH:20][C:21]=1[O:22][CH3:23])=[O:7]. Procedure details: Using 2,4-dimethoxybenzoic acid and ethyl 3-[3-(aminomethyl)-4-methoxyphenyl]-2-isopropoxypropanoate, 3-(3-[(2,4-dimethoxybenzoyl)amino]methyl-4-methoxyphenyl)-2-isopropoxypropanoic acid was obtained in the same method as in Example 19d) and then in Example 19e). The reactants are ClCCl, COC(=O)CNCC1CCCN1C(=O)OC(C)(C)C, O=C(O)C(F)(F)F. Product: O=C1CNCC2CCCN12. As a reaction SMILES: [CH2:27]([Cl:28])[Cl:29].[CH3:1][O:2][C:3]([CH2:4][NH:5][CH2:6][CH:7]1[N:8]([C:12]([O:14][C:15]([CH3:16])([CH3:17])[CH3:18])=[O:19])[CH2:9][CH2:10][CH2:11]1)=[O:13].[OH:20][C:21]([C:22]([F:23])([F:24])[F:25])=[O:26]>>[CH2:4]1[NH:5][CH2:6][CH:7]2[N:8]([CH2:9][CH2:10][CH2:11]2)[C:12]1=[O:14]. As a reaction SMILES: [Cl:1][C:2]1[CH:7]=[C:6](/[CH:8]=[CH:9]/[CH:10]([C:15]2[CH:20]=[C:19]([Cl:21])[CH:18]=[C:17]([Cl:22])[CH:16]=2)[C:11]([F:14])([F:13])[F:12])[CH:5]=[CH:4][C:3]=1[CH2:23][NH2:24].[CH2:25]([N:27]=[C:28]=[O:29])[CH3:26]>C(Cl)Cl>[Cl:1][C:2]1[CH:7]=[C:6](/[CH:8]=[CH:9]/[CH:10]([C:15]2[CH:16]=[C:17]([Cl:22])[CH:18]=[C:19]([Cl:21])[CH:20]=2)[C:11]([F:13])([F:14])[F:12])[CH:5]=[CH:4][C:3]=1[CH2:23][NH:24][C:28]([NH:27][CH2:25][CH3:26])=[O:29]. Solvent: C(Cl)Cl (CH2Cl2), C(Cl)Cl (CH2Cl2). The yield is 60.6%. Reported procedure: To a stirred solution of (E)-(2-chloro-4-(3-(3,5-dichlorophenyl)-4,4,4-trifluorobut-1-en-1-yl)phenyl)methanamine (0.2 g, 0.5 mmol) in CH2Cl2 (5 mL) at 0° C. were added TEA (0.141 mL, 1 mmol) and ethylisocyanate (0.053 g, 0.75 mmol), and the reaction mixture was stirred for 1 h at 0° C. The reaction mixture was diluted with CH2Cl2. The organic layer was washed with water and brine, dried over Na2SO4, and concentrated under reduced pressure. Purification by column chromatography (SiO2, 100-200 mes... The reactants are ClC1=C(C=CC(=C1)\C=C\C(C(F)(F)F)C1=CC(=CC(=C1)Cl)Cl)CN ((E)-(2-chloro-4-(3-(3,5-dichlorophenyl)-4,4,4-trifluorobut-1-en-1-yl)phenyl)methanamine), TEA, C(C)N=C=O (ethylisocyanate). The product is ClC1=C(CNC(=O)NCC)C=CC(=C1)\C=C\C(C(F)(F)F)C1=CC(=CC(=C1)Cl)Cl ((E)-1-(2-Chloro-4-(3-(3,5-dichlorophenyl)-4,4,4-trifluorobut-1-en-1-yl)benzyl)-3-ethylurea). Reaction conditions: temperature 0 celsius, time 1 hour. The reactants are COc1nc(OC)nc([N+]2(C)CCOCC2)n1, CC(C)Sc1nc(C(F)(F)F)ccc1C=CC(=O)O, [Cl-], Cl, CS(=O)(=O)Nc1ccc(CN)cc1F, O. Product: CC(C)Sc1nc(C(F)(F)F)ccc1C=CC(=O)NCc1ccc(NS(C)(=O)=O)c(F)c1. RXN SMILES: [CH3:18][O:19][c:20]1[n:21][c:22]([O:23][CH3:24])[n:25][c:26]([N+:27]2([CH3:28])[CH2:29][CH2:30][O:31][CH2:32][CH2:33]2)[n:34]1.[CH:35]([CH3:36])([CH3:37])[S:38][c:39]1[n:40][c:41]([C:50]([F:51])([F:52])[F:53])[cH:42][cH:43][c:44]1[CH:45]=[CH:46][C:47](=[O:48])[OH:49].[Cl-:17].[ClH:15].[NH2:1][CH2:2][c:3]1[cH:4][c:5]([F:14])[c:6]([NH:9][S:10](=[O:11])(=[O:12])[CH3:13])[cH:7][cH:8]1.[OH2:16]>>[NH:1]([CH2:2][c:3]1[cH:4][c:5]([F:14])[c:6]([NH:9][S:10](=[O:11])(=[O:12])[CH3:13])[cH:7][cH:8]1)[C:47]([CH:46]=[CH:45][c:44]1[c:39]([S:38][CH:35]([CH3:36])[CH3:37])[n:40][c:41]([C:50]([F:51])([F:52])[F:53])[cH:42][cH:43]1)=[O:48]. Reactants: Br (HBr), CC=1N=C(SC1)[C@@H]1N(CCC1)C(=O)OCC1=CC=CC=C1 ((R)-benzyl 2-(4-methylthiazol-2-yl)pyrrolidine-1-carboxylate), CCOCC (ether). The solvent is CC(=O)O (AcOH). Reaction conditions: time 1 hour. Product: CC=1N=C(SC1)[C@@H]1NCCC1 ((R)-4-methyl-2-(pyrrolidin-2-yl)thiazole). As a reaction SMILES: Br.[CH3:2][C:3]1[N:4]=[C:5]([C@H:8]2[CH2:12][CH2:11][CH2:10][N:9]2C(OCC2C=CC=CC=2)=O)[S:6][CH:7]=1.CCOCC>CC(O)=O>[CH3:2][C:3]1[N:4]=[C:5]([C@H:8]2[CH2:12][CH2:11][CH2:10][NH:9]2)[S:6][CH:7]=1. Procedure: HBr in AcOH (60 mL) was added to (R)-benzyl 2-(4-methylthiazol-2-yl)pyrrolidine-1-carboxylate (neat) at room temperature. After 1 h, ether (150 mL) was added slowly with vigorous string. Stirring was continued for 10 min and allowed to settle for 5-10 min. The supernatant was decanted. This process was repeated 3-4 times until the supernatant was colourless. The semi-solid was dissolved in water (50 mL) and brought to PH˜8 with 1N LiOH and extracted with 5% MeoH/95% CHCl3 (3×100 mL) to yield 4.0... Starting materials: OC1=NC=C(C=C1)[N+](=O)[O-] (2-Hydroxy-5-nitro pyridine), Cl (HCl), Cl(=O)(=O)[O-].[Na+] (sodium chlorate). Solvent: O (water). Reaction conditions: temperature 50 celsius. Product: OC1=NC=C(C=C1Cl)[N+](=O)[O-] (2-hydroxy-3-chloro-5-nitro pyridine). RXN SMILES: [OH:1][C:2]1[CH:7]=[CH:6][C:5]([N+:8]([O-:10])=[O:9])=[CH:4][N:3]=1.Cl.[Cl:12]([O-])(=O)=O.[Na+]>O>[OH:1][C:2]1[C:7]([Cl:12])=[CH:6][C:5]([N+:8]([O-:10])=[O:9])=[CH:4][N:3]=1 |f:2.3|. Procedure details: 2-Hydroxy-5-nitro pyridine (1 g, 7.14 mmol) was added portion wise to 4.5 mL of concentrated HCl under constant stirring and then heated to 50° C. To this was slowly added a solution of sodium chlorate (266 mg, 2.5 mmol) in water (4 mL). The reaction was maintained at the same temperature for an additional hour, and then cooled to 0° C. The precipitate obtained was filtered, washed thoroughly with water and dried to obtain 2-hydroxy-3-chloro-5-nitro pyridine. The product is CS(=O)CCc1nccn1CCCCc1ccc(OCc2coc(C=Cc3ccc(C(F)(F)F)cc3)n2)cc1. Starting materials: CSCCc1nccn1CCCCc1ccc(OCc2coc(C=Cc3ccc(C(F)(F)F)cc3)n2)cc1, O=C(OO)c1cccc(Cl)c1. Reaction SMILES: [CH3:1][S:2][CH2:3][CH2:4][c:5]1[n:6]([CH2:10][CH2:11][CH2:12][CH2:13][c:14]2[cH:15][cH:16][c:17]([O:18][CH2:19][c:20]3[n:21][c:22]([CH:25]=[CH:26][c:27]4[cH:28][cH:29][c:30]([C:33]([F:34])([F:35])[F:36])[cH:31][cH:32]4)[o:23][cH:24]3)[cH:37][cH:38]2)[cH:7][cH:8][n:9]1.[Cl:39][c:40]1[cH:41][cH:42][cH:43][c:44]([C:45]([O:46][OH:48])=[O:47])[cH:49]1>>[CH3:1][S:2]([CH2:3][CH2:4][c:5]1[n:6]([CH2:10][CH2:11][CH2:12][CH2:13][c:14]2[cH:15][cH:16][c:17]([O:18][CH2:19][c:20]3[n:21][c:22]([CH:25]=[CH:26][c:27]4[cH:28][cH:29][c:30]([C:33]([F:34])([F:35])[F:36])[cH:31][cH:32]4)[o:23][cH:24]3)[cH:37][cH:38]2)[cH:7][cH:8][n:9]1)=[O:47].